Dataset: the Open Reaction Database (ORD), a public repository of structured organic reaction records. Task: describe an organic reaction: reactants, conditions, products, and yield Reaction conditions: time 1 hour. Procedure details: A solution of 2-[2,6-dichloro-4-(trifluoromethyl)phenyl]-4,6-dihydrothieno-[3,4-c]pyrazole-3-ylamine (200 mg, 0.56 mmol) in DMF (5 mL) is warmed up to 65° C. and isoamyl nitrite (0.3 mL) was added dropwise and the reaction mixture stirred for 1 h at the same temperature. After cooling to room temperature, the mixture was extracted with ethyl ether (50 mL) and washed with brine (4×25 mL). After drying the organic phase (MgSO4), volatile materials were removed under reduced pressure, and the resid... Starting materials: ClC1=C(C(=CC(=C1)C(F)(F)F)Cl)N1N=C2C(=C1N)CSC2 (2-[2,6-dichloro-4-(trifluoromethyl)phenyl]-4,6-dihydrothieno-[3,4-c]pyrazole-3-ylamine), N(=O)OCCC(C)C (isoamyl nitrite). Run in CN(C)C=O (DMF). RXN SMILES: [Cl:1][C:2]1[CH:7]=[C:6]([C:8]([F:11])([F:10])[F:9])[CH:5]=[C:4]([Cl:12])[C:3]=1[N:13]1[C:17](N)=[C:16]2[CH2:19][S:20][CH2:21][C:15]2=[N:14]1.N(OCCC(C)C)=O>CN(C=O)C>[Cl:12][C:4]1[CH:5]=[C:6]([C:8]([F:11])([F:10])[F:9])[CH:7]=[C:2]([Cl:1])[C:3]=1[N:13]1[CH:17]=[C:16]2[CH2:19][S:20][CH2:21][C:15]2=[N:14]1. The yield is 76.0%. Product: ClC1=C(C(=CC(=C1)C(F)(F)F)Cl)N1N=C2C(=C1)CSC2 (2-[2,6-Dichloro-4-(trifluoromethyl)phenyl]-4,6-dihydrothieno-[3,4-c]pyrazole).